This data is from the Open Reaction Database (ORD), a public repository of structured organic reaction records. The task is: describe an organic reaction: reactants, conditions, products, and yield Reactants: FC=1C=C(C=C(C1)F)[C@@]1(CN(C2(C(N1CC(=O)OCC)=O)CCCCC2)C(=O)OC(C)(C)C)C (tert-Butyl (3R)-3-(3,5-difluorophenyl)-4-(2-ethoxy-2-oxoethyl)-3-methyl-5-oxo-1,4-diazaspiro[5.5]undecane-1-carboxylate), [Li+].[OH-] (LiOH), Cl (HCl). Solvent: C1CCOC1 (THF), O (H2O). Reaction conditions: time 1 hour. Product: C(C)(C)(C)OC(=O)N1C[C@@](N(C(C12CCCCC2)=O)CC(=O)[O-])(C)C2=CC(=CC(=C2)F)F.[Li+] (Lithium [(3R)-1-(tert-butoxycarbonyl)-3-(3,5-difluorophenyl)-3-methyl-5-oxo-1,4-diazaspiro[5.5]undec-4-yl]acetate). As a reaction SMILES: [F:1][C:2]1[CH:3]=[C:4]([C@@:9]2([CH3:34])[N:14]([CH2:15][C:16]([O:18]CC)=[O:17])[C:13](=[O:21])[C:12]3([CH2:26][CH2:25][CH2:24][CH2:23][CH2:22]3)[N:11]([C:27]([O:29][C:30]([CH3:33])([CH3:32])[CH3:31])=[O:28])[CH2:10]2)[CH:5]=[C:6]([F:8])[CH:7]=1.[Li+:35].[OH-].Cl>C1COCC1.O>[C:30]([O:29][C:27]([N:11]1[C:12]2([CH2:22][CH2:23][CH2:24][CH2:25][CH2:26]2)[C:13](=[O:21])[N:14]([CH2:15][C:16]([O-:18])=[O:17])[C@@:9]([C:4]2[CH:5]=[C:6]([F:8])[CH:7]=[C:2]([F:1])[CH:3]=2)([CH3:34])[CH2:10]1)=[O:28])([CH3:31])([CH3:32])[CH3:33].[Li+:35] |f:1.2,6.7|. Reported procedure: To a solution of tert-butyl (3R)-3-(3,5-difluorophenyl)-4-(2-ethoxy-2-oxoethyl)-3-methyl-5-oxo-1,4-diazaspiro[5.5]undecane-1-carboxylate from Step I (65 mg, 0.135 mmol) in THF (1.5 mL) and H2O (0.5 mL) was added 1 N aqueous LiOH (0.14 mL, 0.14 mmol) and the resulting mixture was stirred at ambient temperature for 1 h. The mixture was adjusted to pH 7 by addition of 1 N HCl and concentrated to dryness in vacuo to give the title compound. MS: m/z=397 (M−C4H7).